From a dataset of the Open Reaction Database (ORD), a public repository of structured organic reaction records. describe an organic reaction: reactants, conditions, products, and yield Reaction SMILES: [CH3:1][C:2]1([CH3:19])[c:3]2[cH:4][cH:5][c:6]([C:14](=[CH:15][CH2:16][OH:17])[CH3:18])[cH:7][c:8]2[C:9]([CH3:12])([CH3:13])[CH2:10][CH2:11]1.[Cl:20][CH2:21][Cl:22].[O:23]=[Mn:24]=[O:25]>>[CH3:1][C:2]1([CH3:19])[c:3]2[cH:4][cH:5][c:6]([C:14](=[CH:15][CH:16]=[O:17])[CH3:18])[cH:7][c:8]2[C:9]([CH3:12])([CH3:13])[CH2:10][CH2:11]1. Reactants: CC(=CCO)c1ccc2c(c1)C(C)(C)CCC2(C)C, ClCCl, O=[Mn]=O. Yields the product CC(=CC=O)c1ccc2c(c1)C(C)(C)CCC2(C)C. The reactants are CC1=C(C(=CC=C1)C)NC1CCNCC1 (N-(2,6-dimethylphenyl)-4-piperidinamine), C([O-])([O-])=O.[Na+].[Na+] (sodium carbonate), [I-].[K+] (potassium iodide), ICCC (1-iodopropane). Run in O (water), C1=CC=CC=C1 (benzene), C1=CC=CC=C1 (benzene). Conditions: temperature 40 celsius, time 40 hour. Yields the product 10.2, CC1=C(C(=CC=C1)C)NC1CCN(CC1)CCC (N-(2,6-dimethylphenyl)-1-propyl-4-piperidinamine). Reaction SMILES: [CH3:1][C:2]1[CH:7]=[CH:6][CH:5]=[C:4]([CH3:8])[C:3]=1[NH:9][CH:10]1[CH2:15][CH2:14][NH:13][CH2:12][CH2:11]1.C(=O)([O-])[O-].[Na+].[Na+].[I-].[K+].I[CH2:25][CH2:26][CH3:27]>O.C1C=CC=CC=1>[CH3:1][C:2]1[CH:7]=[CH:6][CH:5]=[C:4]([CH3:8])[C:3]=1[NH:9][CH:10]1[CH2:15][CH2:14][N:13]([CH2:25][CH2:26][CH3:27])[CH2:12][CH2:11]1 |f:1.2.3,4.5|. Procedure: To a warm (about 40° C.) and stirred mixture of 5 parts of N-(2,6-dimethylphenyl)-4-piperidinamine, 5 parts of sodium carbonate, a few crystals of potassium iodide in 120 parts of benzene is added dropwise a solution of 5.1 parts of 1-iodopropane in 80 parts of benzene. After the addition is complete, stirring is continued for 40 hours at reflux temperature. The reaction mixture is cooled and 50 parts of water are added. The organic layer is separated, dried and evaporated in vacuo. The oily res... The reactants are 2,6-dichlorophenyl nitrile oxide, ClC(C(=O)NC1=CC(=CC=C1)C#C)Cl (2,2-dichloro-N-(3-ethynylphenyl) acetamide), ClC1=C(C(=CC=C1)Cl)C(=NO)Cl (2,6-Dichloro-N-hydroxybenzenecarboximidoyl chloride), ClC(C(=O)NC1=CC(=CC=C1)C#C)Cl (2,2-dichloro-N-(3-ethynylphenyl) acetamide). Solvent: C1CCOC1 (THF), C(C)N(CC)CC (triethylamine). Conditions: time 1 hour. Product: ClC(C(=O)NC1=CC(=CC=C1)C1=CC(=NO1)C1=C(C=CC=C1Cl)Cl)Cl (2,2-dichloro-N-[3-[3-(2,6-dichlorophenyl)-5-isoxazolyl]phenyl] acetamide). As a reaction SMILES: [Cl:1][C:2]1[CH:7]=[CH:6][CH:5]=[C:4]([Cl:8])[C:3]=1[C:9](Cl)=[N:10][OH:11].[Cl:13][CH:14]([Cl:26])[C:15]([NH:17][C:18]1[CH:23]=[CH:22][CH:21]=[C:20]([C:24]#[CH:25])[CH:19]=1)=[O:16]>C1COCC1.C(N(CC)CC)C>[Cl:13][CH:14]([Cl:26])[C:15]([NH:17][C:18]1[CH:23]=[CH:22][CH:21]=[C:20]([C:24]2[O:11][N:10]=[C:9]([C:3]3[C:2]([Cl:1])=[CH:7][CH:6]=[CH:5][C:4]=3[Cl:8])[CH:25]=2)[CH:19]=1)=[O:16]. Procedure details: 2,6-Dichloro-N-hydroxybenzenecarboximidoyl chloride (2.72 g, 95.6 mmol) and 2,2-dichloro-N-(3-ethynylphenyl) acetamide (2.5 g, 110 mmol) were dissolved in anhydrous THF (40 mL) and triethylamine (1.8 mL). The mixture was stirred at room temperature for 1 h then heated at reflux for 5 h to generate the 2,6-dichlorophenyl nitrile oxide intermediate, which reacted by a 1,3-dipolar cycloaddition reaction with 2,2-dichloro-N-(3-ethynylphenyl) acetamide. The solvent was removed under reduced pressure.... Reactants: OC=1C=C2CCC(C2=CC1I)=O (5-Hydroxy-6-iodo-1-indanone), C(C)C(=O)C (methyl ethyl ketone), C(=O)([O-])[O-].[K+].[K+] (K2CO3), CI (methyl iodide). Run in O (H2O). Product: COC=1C=C2CCC(C2=CC1I)=O (5-Methoxy-6-iodo-1-indanone). RXN SMILES: [OH:1][C:2]1[CH:3]=[C:4]2[C:8](=[CH:9][C:10]=1[I:11])[C:7](=[O:12])[CH2:6][CH2:5]2.[CH2:13](C(C)=O)C.C([O-])([O-])=O.[K+].[K+].CI>O>[CH3:13][O:1][C:2]1[CH:3]=[C:4]2[C:8](=[CH:9][C:10]=1[I:11])[C:7](=[O:12])[CH2:6][CH2:5]2 |f:2.3.4|. Procedure: The product of Example 60 was added to methyl ethyl ketone (50 ml), K2CO3 (5 g) and methyl iodide (5 ml) then heated at reflux for 41/2 hrs. The reaction was cooled, H2O added, followed by an EtOAc extraction. The organic layer was separated, washed with brine, dried (Na2SO4), filtered and evaporated. Trituration of the residue afforded the desired compound after filtration, m.p. 129°-30° C.